From a dataset of the Open Reaction Database (ORD), a public repository of structured organic reaction records. describe an organic reaction: reactants, conditions, products, and yield Product: CCCCOC(=O)c1ccc2c(c1)CCC2N(c1nc2cc(O)ccc2n1C)C1CCC(C(C)(C)C)CC1. Reaction SMILES: [B:40]([Br:41])([Br:42])[Br:43].[C:1]([CH3:2])([CH3:3])([CH3:4])[CH:5]1[CH2:6][CH2:7][CH:8]([N:11]([CH:12]2[CH2:13][CH2:14][c:15]3[cH:16][c:17]([C:21](=[O:22])[O:23][CH2:24][CH2:25][CH2:26][CH3:27])[cH:18][cH:19][c:20]32)[c:28]2[n:29][c:30]3[c:31]([n:32]2[CH3:33])[cH:34][cH:35][c:36]([O:38][CH3:39])[cH:37]3)[CH2:9][CH2:10]1.[Cl:44][CH2:45][Cl:46]>>[C:1]([CH3:2])([CH3:3])([CH3:4])[CH:5]1[CH2:6][CH2:7][CH:8]([N:11]([CH:12]2[CH2:13][CH2:14][c:15]3[cH:16][c:17]([C:21](=[O:22])[O:23][CH2:24][CH2:25][CH2:26][CH3:27])[cH:18][cH:19][c:20]32)[c:28]2[n:29][c:30]3[c:31]([n:32]2[CH3:33])[cH:34][cH:35][c:36]([OH:38])[cH:37]3)[CH2:9][CH2:10]1. Reactants: BrB(Br)Br, CCCCOC(=O)c1ccc2c(c1)CCC2N(c1nc2cc(OC)ccc2n1C)C1CCC(C(C)(C)C)CC1, ClCCl. Reactants: O=CCBr, CO, C#CC(C)(C)N, [Na+], [OH-]. The product is C#CC(C)(C)NCC=O. RXN SMILES: [Br:7][CH2:8][CH:9]=[O:10].[CH3:13][OH:14].[CH3:1][C:2]([C:3]#[CH:4])([CH3:5])[NH2:6].[Na+:12].[OH-:11]>>[CH3:1][C:2]([C:3]#[CH:4])([CH3:5])[NH:6][CH2:8][CH:9]=[O:10]. The reactants are BrCC1=CC=C(C=C1)CCN1C(C=C(C=C1)OCC1=CC(=CC=C1)F)=O (1-[2-(4-bromomethyl-phenyl)-ethyl]-4-(3-fluoro-benzyloxy)-1H-pyridin-2-one), N1CCCC1 (pyrrolidine). Solvent: CN(C)C=O (DMF). Reaction conditions: time 8 hour. Product: FC=1C=C(COC2=CC(N(C=C2)CCC2=CC=C(C=C2)CN2CCCC2)=O)C=CC1 (4-(3-Fluoro-benzyloxy)-1-[2-(4-pyrrolidin-1-ylmethyl-phenyl)-ethyl]-1H-pyridin-2-one). As a reaction SMILES: Br[CH2:2][C:3]1[CH:8]=[CH:7][C:6]([CH2:9][CH2:10][N:11]2[CH:16]=[CH:15][C:14]([O:17][CH2:18][C:19]3[CH:24]=[CH:23][CH:22]=[C:21]([F:25])[CH:20]=3)=[CH:13][C:12]2=[O:26])=[CH:5][CH:4]=1.[NH:27]1[CH2:31][CH2:30][CH2:29][CH2:28]1>CN(C=O)C>[F:25][C:21]1[CH:20]=[C:19]([CH:24]=[CH:23][CH:22]=1)[CH2:18][O:17][C:14]1[CH:15]=[CH:16][N:11]([CH2:10][CH2:9][C:6]2[CH:7]=[CH:8][C:3]([CH2:2][N:27]3[CH2:31][CH2:30][CH2:29][CH2:28]3)=[CH:4][CH:5]=2)[C:12](=[O:26])[CH:13]=1. Procedure details: To 120 mg (0.29 mmol) 1-[2-(4-bromomethyl-phenyl)-ethyl]-4-(3-fluoro-benzyloxy)-1H-pyridin-2-one (example 8.1b) in 2.0 mL DMF is added at RT 95 μL (1.15 mmol) pyrrolidine. The reaction mixture is stirred overnight at RT and is directly transferred to a reverse HPLC for purification (Waters symmetry; water (0.15% formic acid)/acetonitrile 95:5 to 10:90).